From a dataset of the Open Reaction Database (ORD), a public repository of structured organic reaction records. describe an organic reaction: reactants, conditions, products, and yield Starting materials: FC(S(=O)(=O)OC=1N=C2C(=CNC2=CC1)C1CCN(CC1)C)(F)F (O-Trifluoromethanesulfonyl-3-(1-methylpiperidin-4-yl)-5-hydroxy-4-aza-1H-indole), [F-].[K+] (potassium fluoride), [Cl-].[Li+] (lithium chloride), C(CCC)[Sn](C1=NC=CC=C1)(CCCC)CCCC (2-Tributylstannylpyridine). Reagents/catalysts: C(C)(=O)[O-].[Pd+2].C(C)(=O)[O-] (palladium(II)acetate), C1(=CC=CC=C1)P([C-]1C=CC=C1)C1=CC=CC=C1.[C-]1(C=CC=C1)P(C1=CC=CC=C1)C1=CC=CC=C1.[Fe+2] (1,1′-bis(diphenylphosphino)ferrocene). Solvent: O1CCOCC1 (1,4-dioxane). Reaction conditions: temperature 105 celsius, time 5 minute. Product: N1=C(C=CC=C1)C=1N=C2C(=CNC2=CC1)C1CCN(CC1)C (5-(Pyrid-2-yl)-3-(1-Methylpiperidin-4-yl)-4-Aza-1H-Indole). Yield: 25.8%. RXN SMILES: FC(F)(F)S(O[C:7]1[N:8]=[C:9]2[C:13](=[CH:14][CH:15]=1)[NH:12][CH:11]=[C:10]2[CH:16]1[CH2:21][CH2:20][N:19]([CH3:22])[CH2:18][CH2:17]1)(=O)=O.[Cl-].[Li+].C([Sn](CCCC)(CCCC)[C:32]1[CH:37]=[CH:36][CH:35]=[CH:34][N:33]=1)CCC.[F-].[K+]>C([O-])(=O)C.[Pd+2].C([O-])(=O)C.C1(P(C2C=CC=CC=2)[C-]2C=CC=C2)C=CC=CC=1.[C-]1(P(C2C=CC=CC=2)C2C=CC=CC=2)C=CC=C1.[Fe+2].O1CCOCC1>[N:33]1[CH:34]=[CH:35][CH:36]=[CH:37][C:32]=1[C:7]1[N:8]=[C:9]2[C:13](=[CH:14][CH:15]=1)[NH:12][CH:11]=[C:10]2[CH:16]1[CH2:21][CH2:20][N:19]([CH3:22])[CH2:18][CH2:17]1 |f:1.2,4.5,6.7.8,9.10.11|. Reported procedure: O-Trifluoromethanesulfonyl-3-(1-methylpiperidin-4-yl)-5-hydroxy-4-aza-1H-indole (150 mg, 0.413 mmol), palladium(II)acetate (9.2 mg, 0.041 mmol), 1,1′-bis(diphenylphosphino)ferrocene (45 mg, 0.083), lithium chloride (105 mg, 2.48 mmol), and 15 mL of 1,4-dioxane were combined and stirred for 5 minutes. 2-Tributylstannylpyridine (197 μL, 0.537 mmol) was added and the mixture was heated to reflux (about 105° C.) and stirred for about 18 hours. 50 mL of 8M aqueous potassium fluoride solution was adde... The reactants are ClC1=C(C(=O)N)C=C(C(=C1Cl)F)F (2,3-dichloro-4,5-difluorobenzamide), S(O)(O)(=O)=O (sulfuric acid), ice water. Reaction conditions: time 9 hour. Yields the product ClC1=C(C(=O)O)C=C(C(=C1Cl)F)F (2,3-Dichloro-4,5-difluorobenzoic acid). RXN SMILES: [Cl:1][C:2]1[C:10]([Cl:11])=[C:9]([F:12])[C:8]([F:13])=[CH:7][C:3]=1[C:4](N)=[O:5].S(=O)(=O)(O)[OH:15]>>[Cl:1][C:2]1[C:10]([Cl:11])=[C:9]([F:12])[C:8]([F:13])=[CH:7][C:3]=1[C:4]([OH:15])=[O:5]. Procedure: A mixture of 2,3-dichloro-4,5-difluorobenzamide (0.5 g) and 18N-sulfuric acid (2.5 ml) was stirred at 125° to 135° C. for 9 hours, and then poured into ice water. After standing overnight, the resulting precipitate was collected by filtration and recrystallized from hexane-benzene to give the title compound (0.3 g) as colorless prisms.